From a dataset of the Open Reaction Database (ORD), a public repository of structured organic reaction records. describe an organic reaction: reactants, conditions, products, and yield Starting materials: C1(=CC=CC=C1)SC[C@H]1CC(N1)=O (4(R)-(phenylsulfanylmethyl)azetidin-2-one), OOS(=O)[O-].[K+] (oxone). The solvent is CO (MeOH). Run at time 24 hour. Product: C1(=CC=CC=C1)S(=O)C[C@H]1CC(N1)=O (4(R)-(benzenesulfinylmethyl)azetidin-2-one). Yield: 157.4%. RXN SMILES: [C:1]1([S:7][CH2:8][C@@H:9]2[NH:12][C:11](=[O:13])[CH2:10]2)[CH:6]=[CH:5][CH:4]=[CH:3][CH:2]=1.[OH:14]OS([O-])=O.[K+]>CO>[C:1]1([S:7]([CH2:8][C@@H:9]2[NH:12][C:11](=[O:13])[CH2:10]2)=[O:14])[CH:6]=[CH:5][CH:4]=[CH:3][CH:2]=1 |f:1.2|. Procedure: A solution of 4(R)-(phenylsulfanylmethyl)azetidin-2-one (from example 6, step A) (105 mg, 0.543 mmol) in MeOH (3 mL) was treated with an aqueous solution of oxone (167 mg, 0.272 mmol, 3 mL). After stirring at room temperature for 24 h, the reaction mixture was quenched with aqueous Na2S2O3 (10%, 1 mL) and concentrated. The concentrate was diluted with EtOAc (5 mL) and brine (5 mL) and the two layers separated. The aqueous layer was re-extracted three times with CHCl3 (20 mL) and the combined org... The reactants are COC(=O)c1cccc(CBr)c1, C[O-], CO, [Na+], [Na]. Yields the product COCc1cccc(C(=O)OC)c1. Reaction SMILES: [Br:1][CH2:2][c:3]1[cH:4][c:5]([C:6](=[O:7])[O:8][CH3:9])[cH:10][cH:11][cH:12]1.[CH3:13][O-:14].[CH3:17][OH:18].[Na+:15].[Na:16]>>[CH2:2]([c:3]1[cH:4][c:5]([C:6](=[O:7])[O:8][CH3:9])[cH:10][cH:11][cH:12]1)[O:14][CH3:13]. Reported procedure: Using an analogous procedure to that described in Example 3, N-(2-aminoethyl)-2-(2-naphthalenesulphonamido)acetamide hydrochloride salt, 1,1′-carbonyldiimidazole and 1-(4-pyridyl)piperazine were reacted to give 2-(2-naphthalenesulphonamido)-N-{2-[4-(4-pyridyl)piperazin-1-ylcarbonylamino]ethyl}acetamide in 10% yield; Yield: 10.0%. RXN SMILES: Cl.[NH2:2][CH2:3][CH2:4][NH:5][C:6](=[O:22])[CH2:7][NH:8][S:9]([C:12]1[CH:21]=[CH:20][C:19]2[C:14](=[CH:15][CH:16]=[CH:17][CH:18]=2)[CH:13]=1)(=[O:11])=[O:10].[C:23](N1C=CN=C1)(N1C=CN=C1)=[O:24].[N:35]1[CH:40]=[CH:39][C:38]([N:41]2[CH2:46][CH2:45][NH:44][CH2:43][CH2:42]2)=[CH:37][CH:36]=1>>[CH:13]1[C:14]2[C:19](=[CH:18][CH:17]=[CH:16][CH:15]=2)[CH:20]=[CH:21][C:12]=1[S:9]([NH:8][CH2:7][C:6]([NH:5][CH2:4][CH2:3][NH:2][C:23]([N:44]1[CH2:43][CH2:42][N:41]([C:38]2[CH:39]=[CH:40][N:35]=[CH:36][CH:37]=2)[CH2:46][CH2:45]1)=[O:24])=[O:22])(=[O:11])=[O:10] |f:0.1|. The reactants are Cl.NCCNC(CNS(=O)(=O)C1=CC2=CC=CC=C2C=C1)=O (N-(2-aminoethyl)-2-(2-naphthalenesulphonamido)acetamide hydrochloride salt), C(=O)(N1C=NC=C1)N1C=NC=C1 (1,1′-carbonyldiimidazole), N1=CC=C(C=C1)N1CCNCC1 (1-(4-pyridyl)piperazine). Yields the product C1=C(C=CC2=CC=CC=C12)S(=O)(=O)NCC(=O)NCCNC(=O)N1CCN(CC1)C1=CC=NC=C1 (2-(2-naphthalenesulphonamido)-N-{2-[4-(4-pyridyl)piperazin-1-ylcarbonylamino]ethyl}acetamide). As a reaction SMILES: [CH:1]1[C:2]([CH2:10][C@@H:11]([NH2:28])[CH2:12][C:13]([N:15]2[CH2:27][C:19]3=[N:20][N:21]=[C:22]([C:23]([F:26])([F:25])[F:24])[N:18]3[CH2:17][CH2:16]2)=[O:14])=[C:3]([F:9])[CH:4]=[C:5]([F:8])[C:6]=1[F:7].[BrH:29]>C(O)(C)C>[CH:1]1[C:2]([CH2:10][C@@H:11]([NH2:28])[CH2:12][C:13]([N:15]2[CH2:27][C:19]3=[N:20][N:21]=[C:22]([C:23]([F:26])([F:25])[F:24])[N:18]3[CH2:17][CH2:16]2)=[O:14])=[C:3]([F:9])[CH:4]=[C:5]([F:8])[C:6]=1[F:7].[BrH:29] |f:3.4|. Solvent: C(C)(C)O (isopropanol). Procedure details: Sitagliptin (5 g) and isopropanol (75 mL) are charged into a round-bottom flask and the mixture is heated to about 80° C. for about 30 minutes to obtain a clear dissolution. Hydrobromic acid (2.1 g) is added and the reaction mixture is refluxed for about 1.5 hours. The reaction mixture is cooled to about 30° C. and stirred for about 22 hours. The separated solid is filtered, washed with isopropanol (5 mL), and dried under reduced pressure at about 35° C. for about 1.25 hours to afford the title ... Product: C=1C(=C(C=C(C1F)F)F)C[C@H](CC(=O)N2CCN3C(=NN=C3C(F)(F)F)C2)N.Br (Sitagliptin Hydrobromide). Reactants: C=1C(=C(C=C(C1F)F)F)C[C@H](CC(=O)N2CCN3C(=NN=C3C(F)(F)F)C2)N (Sitagliptin), Br (Hydrobromic acid). Reaction conditions: temperature 80 celsius, time 22 hour. Starting materials: CC(=O)c1cccc(C(C)=Nc2c(C)cc(C)cc2C)n1, Cc1ccccc1, Nn1cccc1. Yields the product CC(=Nc1c(C)cc(C)cc1C)c1cccc(C(C)=Nn2cccc2)n1. Reaction SMILES: [CH3:1][c:2]1[c:3]([N:10]=[C:11]([CH3:12])[c:13]2[n:14][c:15]([C:19]([CH3:20])=[O:21])[cH:16][cH:17][cH:18]2)[c:4]([CH3:9])[cH:5][c:6]([CH3:8])[cH:7]1.[CH3:28][c:29]1[cH:30][cH:31][cH:32][cH:33][cH:34]1.[NH2:22][n:23]1[cH:24][cH:25][cH:26][cH:27]1>>[CH3:1][c:2]1[c:3]([N:10]=[C:11]([CH3:12])[c:13]2[n:14][c:15]([C:19]([CH3:20])=[N:22][n:23]3[cH:24][cH:25][cH:26][cH:27]3)[cH:16][cH:17][cH:18]2)[c:4]([CH3:9])[cH:5][c:6]([CH3:8])[cH:7]1. Reactants: BrC=1C=CC=C2C=CN=CC12 (8-bromoisoquinoline), N1CCNCC1 (piperazine), 54A. Yields the product N1(CCNCC1)C=1C=CC=C2C=CN=CC12 (8-(Piperazin-1-yl)isoquinoline). As a reaction SMILES: Br[C:2]1[CH:3]=[CH:4][CH:5]=[C:6]2[C:11]=1[CH:10]=[N:9][CH:8]=[CH:7]2.[NH:12]1[CH2:17][CH2:16][NH:15][CH2:14][CH2:13]1>>[N:12]1([C:2]2[CH:3]=[CH:4][CH:5]=[C:6]3[C:11]=2[CH:10]=[N:9][CH:8]=[CH:7]3)[CH2:17][CH2:16][NH:15][CH2:14][CH2:13]1. Procedure details: 8-(Piperazin-1-yl)isoquinoline is prepared from 8-bromoisoquinoline and piperazine using the coupling procedure as described in Step 1 of Preparation 54A to afford about 270 mg (88%). EIS-MS 214.0 M+1